Task: describe an organic reaction: reactants, conditions, products, and yield. Dataset: the Open Reaction Database (ORD), a public repository of structured organic reaction records Starting materials: COc1ccc(-c2sc(NC(C)=O)nc2C)cc1, O=S(=O)(O)Cl, ClCCl. The product is COc1ccc(-c2sc(NC(C)=O)nc2C)cc1S(=O)(=O)Cl. RXN SMILES: [CH3:1][O:2][c:3]1[cH:4][cH:5][c:6](-[c:9]2[c:10]([CH3:18])[n:11][c:12]([NH:14][C:15]([CH3:16])=[O:17])[s:13]2)[cH:7][cH:8]1.[Cl:19][S:20](=[O:21])(=[O:22])[OH:23].[Cl:24][CH2:25][Cl:26]>>[CH3:1][O:2][c:3]1[cH:4][cH:5][c:6](-[c:9]2[c:10]([CH3:18])[n:11][c:12]([NH:14][C:15]([CH3:16])=[O:17])[s:13]2)[cH:7][c:8]1[S:20]([Cl:19])(=[O:21])=[O:22]. The reactants are ClC1=C(C=C2C(C(C(C2=C1Cl)=O)CC)C)OCC(=O)OC (methyl [(6,7-dichloro-2-ethyl-2,3-dihydro-3-methyl-1-oxo-1H-inden-5-yl)oxy]acetate), C(=C)C(=O)C (methyl vinyl ketone), N12CCCN=C2CCC1 (1,5-diazabicyclo[4.3.0]non-5-ene), N12CCCN=C2CCC1 (DBN), ice water. Solvent: O1CCCC1 (tetrahydrofuran). Yields the product ClC1=C(C=C2C(C(C(C2=C1Cl)=O)(CCC(C)=O)CC)C)OCC(=O)OC (methyl [(6,7-dichloro-2-ethyl-2,3-dihydro-3-methyl-1-oxo-2-(3-oxobutyl)-1H-inden-5-yl)oxy]acetate). RXN SMILES: [Cl:1][C:2]1[C:10]([Cl:11])=[C:9]2[C:5]([CH:6]([CH3:15])[CH:7]([CH2:13][CH3:14])[C:8]2=[O:12])=[CH:4][C:3]=1[O:16][CH2:17][C:18]([O:20][CH3:21])=[O:19].C([C:24]([CH3:26])=[O:25])=C.N12CCCC1=NC[CH2:29][CH2:28]2>O1CCCC1>[Cl:1][C:2]1[C:10]([Cl:11])=[C:9]2[C:5]([CH:6]([CH3:15])[C:7]([CH2:28][CH3:29])([CH2:13][CH2:14][C:24](=[O:25])[CH3:26])[C:8]2=[O:12])=[CH:4][C:3]=1[O:16][CH2:17][C:18]([O:20][CH3:21])=[O:19]. Procedure: To a solution of methyl [(6,7-dichloro-2-ethyl-2,3-dihydro-3-methyl-1-oxo-1H-inden-5-yl)oxy]acetate (0.8 g) in tetrahydrofuran (7.5 ml) was added methyl vinyl ketone (0.45 ml) and 1,5-diazabicyclo[4.3.0]non-5-ene (DBN) (75 μl). The reaction mixture was heated at 60° C. for five hours during which time DBN (2×75 μl) was added. The reaction mixture was poured into ice water, extracted with ether, washed with water, dried over MgSO4 and evaporated in vacuo. Chromatography on silica gel eluting with... The reactants are O=P(Cl)(Cl)Cl (POCl3), intermediate 57, COC1=C(C=C(C=C1)OC)O (2,5-Dimethoxyphenol), CN(C)C=O (DMF), solution, solution, [OH-].[Na+] (NaOH), OS(=O)(=O)[O-].[Na+] (NaHSO4), [OH-].[Na+] (NaOH). Run in O (H2O), CCOCC (ether). Run at time 48 hour. Yields the product OC1=CC(=C(C=O)C=C1OC)OC (4-Hydroxy-2,5-dimethoxybenzaldehyde). Yield: 9.4%. RXN SMILES: O=P(Cl)(Cl)Cl.[CH3:6][O:7][C:8]1[CH:13]=[CH:12][C:11]([O:14][CH3:15])=[CH:10][C:9]=1[OH:16].CN([CH:20]=[O:21])C.[OH-].[Na+].OS([O-])(=O)=O.[Na+]>O.CCOCC>[OH:16][C:9]1[C:8]([O:7][CH3:6])=[CH:13][C:12]([CH:20]=[O:21])=[C:11]([O:14][CH3:15])[CH:10]=1 |f:3.4,5.6|. Procedure details: POCl3 was added dropwise (T<20° C.) to a solution of intermediate 57, 2,5-Dimethoxyphenol (10.8 g, 0.07 mol) in DMF (22 mL, 0.28 mol) under vigorous stirring and cooling with an ice bath. The reaction mixture was stirred at room temperature for 72 h, then at 50° C. for 48 h, cooled, and diluted with H2O and ether (50 mL each). The solution was alkalized to pH 6 with a 10 N solution of NaOH. The aqueous layer was separated and subjected to extraction with ether. The combined extracts were dried a... Starting materials: CC(C)(C)OC(=O)N1CC(N)C1, CC(=O)C=O. Yields the product CC(=O)C=NC1CN(C(=O)OC(C)(C)C)C1. RXN SMILES: [NH2:1][CH:2]1[CH2:3][N:4]([C:6](=[O:7])[O:8][C:9]([CH3:10])([CH3:11])[CH3:12])[CH2:5]1.[O:13]=[C:14]([CH:15]=[O:16])[CH3:17]>>[N:1]([CH:2]1[CH2:3][N:4]([C:6](=[O:7])[O:8][C:9]([CH3:10])([CH3:11])[CH3:12])[CH2:5]1)=[CH:15][C:14](=[O:13])[CH3:17].